From a dataset of the Open Reaction Database (ORD), a public repository of structured organic reaction records. describe an organic reaction: reactants, conditions, products, and yield As a reaction SMILES: [F:1][C:2]1[CH:3]=[C:4]2[C:9](=[CH:10][CH:11]=1)[N:8]=[C:7]([C:12]1[CH:17]=[CH:16][CH:15]=[CH:14][C:13]=1[OH:18])[N:6]=[C:5]2[N:19]1[CH2:23][CH2:22][C@@H:21]([NH:24]C(=O)OC(C)(C)C)[CH2:20]1.C(O)(C(F)(F)F)=O.C([O-])(O)=O.[Na+]>C(Cl)Cl>[NH2:24][C@@H:21]1[CH2:22][CH2:23][N:19]([C:5]2[C:4]3[C:9](=[CH:10][CH:11]=[C:2]([F:1])[CH:3]=3)[N:8]=[C:7]([C:12]3[CH:17]=[CH:16][CH:15]=[CH:14][C:13]=3[OH:18])[N:6]=2)[CH2:20]1 |f:2.3|. The product is N[C@H]1CN(CC1)C1=NC(=NC2=CC=C(C=C12)F)C1=C(C=CC=C1)O (2-(4-((R)-3-aminopyrrolidin-1-yl)-6-fluoroquinazolin-2-yl)phenol). Starting materials: FC=1C=C2C(=NC(=NC2=CC1)C1=C(C=CC=C1)O)N1C[C@@H](CC1)NC(OC(C)(C)C)=O (tert-butyl (R)-1-(6-fluoro-2-(2-hydroxyphenyl)quinazolin-4-yl)pyrrolidin-3-ylcarbamate), C(=O)(C(F)(F)F)O (TFA), C(=O)(O)[O-].[Na+] (NaHCO3). Run in C(Cl)Cl (CH2Cl2), C(Cl)Cl (CH2Cl2). Reported procedure: To a solution of tert-butyl (R)-1-(6-fluoro-2-(2-hydroxyphenyl)quinazolin-4-yl)pyrrolidin-3-ylcarbamate (480 mg, 1.11 mmol) in CH2Cl2 (10 mL) was added TFA (4 mL). The reaction was stirred for an hour, diluted with 10 mL CH2Cl2, and neutralized with a saturated aqueous NaHCO3 solution. The aqueous layer was extracted twice with CH2Cl2. The combined organic layers were dried over MgSO4, filtered, and concentrated. Purification via silica gel chromatography using 3-20% EtOAc/CH2Cl2 gave 2-(4-((R)-... Starting materials: N(CCO)CCO (diethanol amine), CC(CO)CCC (2-methylpentanol). The solvent is C1=CC=CC=C1 (benzene). The product is OCCN1C(OCC1)C(CCC)C (N-hydroxyethyl-2-(1-methylbutyl)-1,3-oxazolidine). Isolated yield 104.9%. As a reaction SMILES: [NH:1]([CH2:5][CH2:6][OH:7])[CH2:2][CH2:3][OH:4].[CH3:8][CH:9]([CH2:12][CH2:13][CH3:14])[CH2:10]O>C1C=CC=CC=1>[OH:4][CH2:3][CH2:2][N:1]1[CH2:5][CH2:6][O:7][CH:8]1[CH:9]([CH3:10])[CH2:12][CH2:13][CH3:14]. Procedure details: A one-liter three-necked flask was charged with 100.1 g diethanol amine and 100 ml benzene, followed by addition in droplets of 100.2 g 2-methylpentanol. The flask was then immersed in an oil bath, and the reaction admixture was allowed to react for 8 hours under reflux condition. Benzene was removed from the admixture thereby providing 187 g N-hydroxyethyl-2-(1-methylbutyl)-1,3-oxazolidine. 100 g of the resulting 2-(1-methylbutyl)-3-oxazolidine ethanol were mixed at room temperature with 51.5 g... The reactants are BrC=1C(=C2C(=NC1)NC=C2NC(C2=CN=CC=C2)=O)F (N-(5-bromo-4-fluoro-1H-pyrrolo[2,3-b]pyridin-3-yl)nicotinamide), N1CC(CC1)C1=NC=CC=C1 (2-(pyrrolidin-3-yl)pyridine). Solvent: CCCCO (n-BuOH). The product is BrC=1C(=C2C(=NC1)NC=C2NC(C2=CN=CC=C2)=O)N2CC(CC2)C2=NC=CC=C2 (N-(5-bromo-4-(3-(pyridin-2-yl)pyrrolidin-1-yl)-1H-pyrrolo[2,3-b]pyridin-3-yl)nicotinamide). The yield is 20.9%. RXN SMILES: [Br:1][C:2]1[C:3](F)=[C:4]2[C:10]([NH:11][C:12](=[O:19])[C:13]3[CH:18]=[CH:17][CH:16]=[N:15][CH:14]=3)=[CH:9][NH:8][C:5]2=[N:6][CH:7]=1.[NH:21]1[CH2:25][CH2:24][CH:23]([C:26]2[CH:31]=[CH:30][CH:29]=[CH:28][N:27]=2)[CH2:22]1>CCCCO>[Br:1][C:2]1[C:3]([N:21]2[CH2:25][CH2:24][CH:23]([C:26]3[CH:31]=[CH:30][CH:29]=[CH:28][N:27]=3)[CH2:22]2)=[C:4]2[C:10]([NH:11][C:12](=[O:19])[C:13]3[CH:18]=[CH:17][CH:16]=[N:15][CH:14]=3)=[CH:9][NH:8][C:5]2=[N:6][CH:7]=1. Procedure details: N-(5-Bromo-4-fluoro-1H-pyrrolo[2,3-b]pyridin-3-yl)nicotinamide (100 mg, 0.3 mmol, Example 1, Step I) in n-BuOH (3 mL) and 2-(pyrrolidin-3-yl)pyridine (133 mg, 0.9 mmol) were heated to 160° C. in a sealed tube for 48 hours. After cooling down, the reaction was concentrated to dryness, and the residue purified by C-18 reverse phase flash chromatography (Biotage SP4 unit, C-18 25M column, 10-90% CH3CN/water gradient; 30 CV) to yield N-(5-bromo-4-(3-(pyridin-2-yl)pyrrolidin-1-yl)-1H-pyrrolo[2,3-b]py... Starting materials: CC1=C(C(=NN1C)C)N, CNC(=O)C1=CC=CC=C1NC2=CC(=NC=C2C(F)(F)F)Cl. Reagents/catalysts: C(=O)([O-])[O-].[Cs+].[Cs+], CC1(C2=C(C(=CC=C2)P(C3=CC=CC=C3)C4=CC=CC=C4)OC5=C1C=CC=C5P(C6=CC=CC=C6)C7=CC=CC=C7)C, CC(=O)O.CC(=O)O.[Pd]. Run in C1COCCO1. Conditions: temperature 100 celsius. Product: CC1=C(C(=NN1C)C)NC2=NC=C(C(=C2)NC3=CC=CC=C3C(=O)NC)C(F)(F)F. Yield: 24.4%. Procedure details: 2-(2-chloro-5-(trifluoromethyl)pyridin-4-ylamino)-N-methylbenzamide (100 mg, 0.30 mmol), 1,3,5-trimethyl-1H-pyrazol-4-amine (76 mg, 0.61 mmol), cesium carbonate (119 mg, 0.36 mmol), (9,9-dimethyl-9H-xanthene-4,5-diyl)bis(diphenylphosphine) (28.1 mg, 0.05 mmol) and diacetoxypalladium (5.45 mg, 0.02 mmol) were suspended in dioxane (1.5 mL) and sealed into a tube. The reaction was degased, purged with nitrogen and heated to 100 °C for 18 hours. Reaction was filtered. The reaction mixture was purifi... Reactants: O=C(OCc1ccccc1)N1CCc2c([nH]c3ccccc23)C1, Fc1ccc(CBr)cc1, [H-], [Na+], CN(C)C=O, O. Product: O=C(OCc1ccccc1)N1CCc2c(n(Cc3ccc(F)cc3)c3ccccc23)C1. RXN SMILES: [CH2:1]([c:2]1[cH:3][cH:4][cH:5][cH:6][cH:7]1)[O:8][C:9](=[O:10])[N:11]1[CH2:12][c:13]2[nH:14][c:15]3[cH:16][cH:17][cH:18][cH:19][c:20]3[c:21]2[CH2:22][CH2:23]1.[F:26][c:27]1[cH:28][cH:29][c:30]([CH2:31][Br:32])[cH:33][cH:34]1.[H-:25].[Na+:24].[O:36]=[CH:37][N:38]([CH3:39])[CH3:40].[OH2:35]>>[CH2:1]([c:2]1[cH:3][cH:4][cH:5][cH:6][cH:7]1)[O:8][C:9](=[O:10])[N:11]1[CH2:12][c:13]2[n:14]([CH2:31][c:30]3[cH:29][cH:28][c:27]([F:26])[cH:34][cH:33]3)[c:15]3[cH:16][cH:17][cH:18][cH:19][c:20]3[c:21]2[CH2:22][CH2:23]1. The reactants are NC=1C=C(CN2C(=NC3=C2C=CC=C3)CCC(=O)OCC)C=CC1NC (ethyl 3-[1-(3-amino-4-methylamino-benzyl)-1H-benzimidazol-2-yl]-propionate), C(#N)C1=CC=C(C=C1)CC(=O)O (4-cyanophenylacetic acid), N,N'-carbonyldiimidazole. Solvent: O1CCCC1 (tetrahydrofuran), C(C)(=O)O (acetic acid). The product is C(C)OC(=O)CCC1=NC2=C(N1CC1=CC3=C(N(C(=N3)CC3=CC=C(C#N)C=C3)C)C=C1)C=CC=C2 (4-[(5-(2-ethoxycarbonyl-ethyl-benzimidazol-1-yl)methyl-1-methyl-1H-benzimidazol-2-yl)-methyl]-benzonitrile). RXN SMILES: [NH2:1][C:2]1[CH:3]=[C:4]([CH:22]=[CH:23][C:24]=1[NH:25][CH3:26])[CH2:5][N:6]1[C:10]2[CH:11]=[CH:12][CH:13]=[CH:14][C:9]=2[N:8]=[C:7]1[CH2:15][CH2:16][C:17]([O:19][CH2:20][CH3:21])=[O:18].[C:27]([C:29]1[CH:34]=[CH:33][C:32]([CH2:35][C:36](O)=O)=[CH:31][CH:30]=1)#[N:28]>O1CCCC1.C(O)(=O)C>[CH2:20]([O:19][C:17]([CH2:16][CH2:15][C:7]1[N:6]([CH2:5][C:4]2[CH:22]=[CH:23][C:24]3[N:25]([CH3:26])[C:36]([CH2:35][C:32]4[CH:31]=[CH:30][C:29]([C:27]#[N:28])=[CH:34][CH:33]=4)=[N:1][C:2]=3[CH:3]=2)[C:10]2[CH:11]=[CH:12][CH:13]=[CH:14][C:9]=2[N:8]=1)=[O:18])[CH3:21]. Procedure details: Prepared analogously to Example 24f from ethyl 3-[1-(3-amino-4-methylamino-benzyl)-1H-benzimidazol-2-yl]-propionate, 4-cyanophenylacetic acid and N,N'-carbonyldiimidazole in tetrahydrofuran, glacial acetic acid. Reactants: C1COCCN1, Cc1nc(Cl)cc(Cl)n1, ClCCl. The product is Cc1nc(Cl)cc(N2CCOCC2)n1. Reaction SMILES: [CH2:10]1[CH2:11][O:12][CH2:13][CH2:14][NH:15]1.[CH3:1][c:2]1[n:3][c:4]([Cl:9])[cH:5][c:6]([Cl:8])[n:7]1.[Cl:16][CH2:17][Cl:18]>>[CH3:1][c:2]1[n:3][c:4]([Cl:9])[cH:5][c:6]([N:15]2[CH2:10][CH2:11][O:12][CH2:13][CH2:14]2)[n:7]1.